Task: describe an organic reaction: reactants, conditions, products, and yield. Dataset: the Open Reaction Database (ORD), a public repository of structured organic reaction records Starting materials: Cl (hydrochloric acid), COC=1C=C2C(=CC1OC)C(=O)C(C2)CC3CCN(CC3)CC=4C=CC=CC4 (Donepezil), C(C)(C)OC(C)C (diisopropyl ether). Run in C(CCl)Cl (ethylene dichloride). Run at time 2 hour. The product is COC=1C=C2C(=CC1OC)C(=O)C(C2)CC3CCN(CC3)CC=4C=CC=CC4.Cl (donepezil hydrochloride). As a reaction SMILES: [CH3:1][O:2][C:3]1[CH:4]=[C:5]2[CH2:14][CH:13]([CH2:15][CH:16]3[CH2:21][CH2:20][N:19]([CH2:22][C:23]4[CH:24]=[CH:25][CH:26]=[CH:27][CH:28]=4)[CH2:18][CH2:17]3)[C:11](=[O:12])[C:6]2=[CH:7][C:8]=1[O:9][CH3:10].[ClH:29].C(OC(C)C)(C)C>C(Cl)CCl>[CH3:1][O:2][C:3]1[CH:4]=[C:5]2[CH2:14][CH:13]([CH2:15][CH:16]3[CH2:17][CH2:18][N:19]([CH2:22][C:23]4[CH:28]=[CH:27][CH:26]=[CH:25][CH:24]=4)[CH2:20][CH2:21]3)[C:11](=[O:12])[C:6]2=[CH:7][C:8]=1[O:9][CH3:10].[ClH:29] |f:4.5|. Procedure details: Donepezil free base (4.0 gm) is dissolved in ethylene dichloride (20 ml) at 27° C., conc. hydrochloric acid (1.2 ml) is added to the solution and stirred for 2 hours at 25° C. to 30° C. Then diisopropyl ether (75 ml) is added and the precipitated solid is filtered off and dried to give 3.0 gm of donepezil hydrochloride form H1. Starting materials: ClCCCCBr, CC(=O)c1cccc(O)c1. Yields the product CC(=O)c1cccc(OCCCCCl)c1. As a reaction SMILES: [Br:11][CH2:12][CH2:13][CH2:14][CH2:15][Cl:16].[OH:1][c:2]1[cH:3][c:4]([C:8]([CH3:9])=[O:10])[cH:5][cH:6][cH:7]1>>[O:1]([c:2]1[cH:3][c:4]([C:8]([CH3:9])=[O:10])[cH:5][cH:6][cH:7]1)[CH2:12][CH2:13][CH2:14][CH2:15][Cl:16]. The solvent is ClCCl (dichloromethane), ClCCl (dichloromethane). RXN SMILES: [N:1]1[CH:6]=[CH:5][C:4]([C:7]([OH:9])=O)=[CH:3][CH:2]=1.C(N1C=CN=C1)(N1C=CN=C1)=O.[C:22]1([NH2:29])[C:23]([NH2:28])=[CH:24][CH:25]=[CH:26][CH:27]=1>ClCCl>[NH2:28][C:23]1[CH:24]=[CH:25][CH:26]=[CH:27][C:22]=1[NH:29][C:7]([C:4]1[CH:3]=[CH:2][N:1]=[CH:6][CH:5]=1)=[O:9]. Procedure: A stirred suspension of 4-pyridinecarboxylic acid (2.15 g, 17.5 mmol) in dichloromethane (40 ml) was treated with 1,1'-carbonyldiimidazole (3.115 g, 19.2 mmol) and the resulting solution was stirred for 85 minutes and added to 1,2-benzenediamine (3.777 g, 34.9 mmol) in dichloromethane (125 ml). After 3 hours, the precipitate formed was filtered and purified by chromatography (SiO2 ; ethyl acetate) to give the title compound as pale yellow crystals (1.267 g), m.p. 225°-235°. Run at time 85 minute. Yields the product NC1=C(C=CC=C1)NC(=O)C1=CC=NC=C1 (N-(2-aminophenyl)-4-pyridinecarboxamide). Yield: 34.0%. Starting materials: C(=O)(N1C=NC=C1)N1C=NC=C1 (1,1'-carbonyldiimidazole), N1=CC=C(C=C1)C(=O)O (4-pyridinecarboxylic acid), C=1(C(=CC=CC1)N)N (1,2-benzenediamine). The reactants are [C@H]12N[C@H]([C@H](CC1)C2)C(=O)OCC (ethyl (1S, 3R, 4R)-2-azabicyclo[2.2.1]heptane-3-carboxylate), ( c ), Cl.N1=CC=C(C=C1)OC1=CC=C(C=C1)S(=O)(=O)Cl ([4-(4-pyridyloxy)phenyl]sulfonyl chloride hydrochloride). Product: N1=CC=C(C=C1)OC1=CC=C(C=C1)S(=O)(=O)N1C2CCC(C1C(=O)OCC)C2 (ethyl 2-{[4-(4-pyridyloxy)phenyl]sulfonyl}-2-azabicyclo[2.2.1]heptane-3-carboxylate). Reaction SMILES: [C@@H:1]12[CH2:7][C@@H:4]([CH2:5][CH2:6]1)[C@H:3]([C:8]([O:10][CH2:11][CH3:12])=[O:9])[NH:2]2.Cl.[N:14]1[CH:19]=[CH:18][C:17]([O:20][C:21]2[CH:26]=[CH:25][C:24]([S:27](Cl)(=[O:29])=[O:28])=[CH:23][CH:22]=2)=[CH:16][CH:15]=1>>[N:14]1[CH:19]=[CH:18][C:17]([O:20][C:21]2[CH:22]=[CH:23][C:24]([S:27]([N:2]3[CH:3]([C:8]([O:10][CH2:11][CH3:12])=[O:9])[CH:4]4[CH2:7][CH:1]3[CH2:6][CH2:5]4)(=[O:29])=[O:28])=[CH:25][CH:26]=2)=[CH:16][CH:15]=1 |f:1.2|. Procedure details: Ethyl 2-azabicyclo[2.2.1]heptane-3-carboxylate obtained in Example 1 (b) is subjected to a reaction similar to the reaction (c) of Example 1 using [4-(4-pyridyloxy)phenyl]sulfonyl chloride hydrochloride in place of 4-methoxybenzenesulfonyl chloride, to give ethyl 2-{[4-(4-pyridyloxy)phenyl]sulfonyl}-2-azabicyclo[2.2.1]heptane-3-carboxylate.